This data is from the Open Reaction Database (ORD), a public repository of structured organic reaction records. The task is: describe an organic reaction: reactants, conditions, products, and yield The reactants are ice water, [I-].[K+] (potassium iodide), BrC(C(=O)OCC1=CC(=CC=C1)OC1=CC=CC=C1)C(C)C (m-phenoxybenzyl α-bromoisovalerate), CC1=C(N)C=CC=C1 (2-methylaniline). Solvent: S(O)(O)(=O)=O (sulfuric acid). Product: 3-phenoxybenzyl ester, CC1=C(C=CC=C1)N[C@@H](C(C)C)C(=O)O (N-(2-methylphenyl)valine). RXN SMILES: Br[CH:2]([CH:20]([CH3:22])[CH3:21])[C:3]([O:5]CC1C=CC=C(OC2C=CC=CC=2)C=1)=[O:4].[CH3:23][C:24]1[CH:30]=[CH:29][CH:28]=[CH:27][C:25]=1[NH2:26].[I-].[K+]>S(=O)(=O)(O)O>[CH3:23][C:24]1[CH:30]=[CH:29][CH:28]=[CH:27][C:25]=1[NH:26][C@H:2]([C:3]([OH:5])=[O:4])[CH:20]([CH3:22])[CH3:21] |f:2.3|. Procedure details: To m-phenoxybenzyl α-bromoisovalerate (2 g, 0.0055 mole), 24°, is added 2-methylaniline (2.95 g, 0.0275 mole) followed by a catalytic amount of potassium iodide (20 mg). The reaction mixture is heated, 110°-115°, for about 36 hours, and then poured into ice-water (30 ml) and 2 N sulfuric acid (10 ml) and extracted with ether (3×30 ml). The combined ether extracts are washed with water (2×30 ml) until neutral and with brine (10 ml) followed by drying over calcium sulfate. The reaction product is ...